Dataset: the Open Reaction Database (ORD), a public repository of structured organic reaction records. Task: describe an organic reaction: reactants, conditions, products, and yield Starting materials: CC=1N=C(OC1C1=CC=CC=C1)CCOC1=CC=C(C=C1)[N+](=O)[O-] (4-methyl-2-[2-(4-nitrophenoxy)ethyl]-5-phenyloxazole). The reagents and catalysts are [Pd] (Pd-C). Run in CO (methanol). Product: NC1=CC=C(OCCC=2OC(=C(N2)C)C2=CC=CC=C2)C=C1 (2-[2-(4-aminophenoxy)ethyl]-4-methyl-5-phenyloxazole). Isolated yield 97.0%. As a reaction SMILES: [CH3:1][C:2]1[N:3]=[C:4]([CH2:13][CH2:14][O:15][C:16]2[CH:21]=[CH:20][C:19]([N+:22]([O-])=O)=[CH:18][CH:17]=2)[O:5][C:6]=1[C:7]1[CH:12]=[CH:11][CH:10]=[CH:9][CH:8]=1>CO.[Pd]>[NH2:22][C:19]1[CH:18]=[CH:17][C:16]([O:15][CH2:14][CH2:13][C:4]2[O:5][C:6]([C:7]3[CH:8]=[CH:9][CH:10]=[CH:11][CH:12]=3)=[C:2]([CH3:1])[N:3]=2)=[CH:21][CH:20]=1. Reported procedure: A solution of 4-methyl-2-[2-(4-nitrophenoxy)ethyl]-5-phenyloxazole (12.5 g) in methanol (150 ml) was subjected to catalytic reduction in the presence of 5% Pd-C (wet, 3.0 g). The catalyst was then filtered off and the filtrate was concentrated to give 2-[2-(4-aminophenoxy)ethyl]-4-methyl-5-phenyloxazole (11.0 g, 97.3%). Recrsytallization from ethanol gave colorless needles. M.p. 106°-107° C.